This data is from the Open Reaction Database (ORD), a public repository of structured organic reaction records. The task is: describe an organic reaction: reactants, conditions, products, and yield Reactants: CC1NC2=CC=C(C(=C2CC1)C)F (2,5-dimethyl-6-fluoro-1,2,3,4-tetrahydroquinoline), C(C)OC=C(C(=O)OCC)C(=O)OCC (diethyl ethoxymethylenemalonate). Conditions: temperature 110 celsius. Yields the product CC1N(C2=CC=C(C(=C2CC1)C)F)C=C(C(=O)OCC)C(=O)OCC (Diethyl (2,5-dimethyl-6-fluoro- 1,2,3,4-tetrahydro-1-quinolinyl)methylenemalonate). Reaction SMILES: [CH3:1][CH:2]1[CH2:11][CH2:10][C:9]2[C:4](=[CH:5][CH:6]=[C:7]([F:13])[C:8]=2[CH3:12])[NH:3]1.C(O[CH:17]=[C:18]([C:24]([O:26][CH2:27][CH3:28])=[O:25])[C:19]([O:21][CH2:22][CH3:23])=[O:20])C>>[CH3:1][CH:2]1[CH2:11][CH2:10][C:9]2[C:4](=[CH:5][CH:6]=[C:7]([F:13])[C:8]=2[CH3:12])[N:3]1[CH:17]=[C:18]([C:19]([O:21][CH2:22][CH3:23])=[O:20])[C:24]([O:26][CH2:27][CH3:28])=[O:25]. Procedure details: 3350 g (18.7 mole) of 2,5-dimethyl-6-fluoro-1,2,3,4-tetrahydroquinoline and 4445.7 g (20.6 mole) of diethyl ethoxymethylenemalonate were combined and heated to 110° C. The ethanol was removed by atmospheric distillation initially and then through vacuum distillation when the reaction temperature reached 150° C. The resulting material, diethyl (2,5-dimethyl-6-fluoro-1,2,3,4-tetrahydro-1-quinolinyl)methylenemalonate, was used directly in the next step. Reactants: aqueous solution, Cl (hydrochloric acid), C1(CCCCC1)N (cyclohexylamine), C1(CCCCC1)N.[N+](=O)([O-])C[C@]1([C@@H]2CCC[C@@H]2C1)CC(=O)O ((1R,5R,6S)-[6-(Nitromethyl)bicyclo[3.2.0]hept-6-yl]acetic acid cyclohexylamine salt). Solvent: C(C)(=O)OCC (ethyl acetate). Run at temperature 70 celsius, time 10 minute. The product is NC[C@]1([C@@H]2CCC[C@@H]2C1)CC(=O)O ([(1R,5R,6S)-6-(Aminomethyl)bicyclo[3.2.0]hept-6-yl]acetic acid), solid. Isolated yield 62.0%. RXN SMILES: C1(N)CCCCC1.C1(N)CCCCC1.[N+:15]([CH2:18][C@:19]1([CH2:26][C:27]([OH:29])=[O:28])[CH2:25][C@@H:24]2[C@H:20]1[CH2:21][CH2:22][CH2:23]2)([O-])=O.Cl>C(OCC)(=O)C>[NH2:15][CH2:18][C@:19]1([CH2:26][C:27]([OH:29])=[O:28])[CH2:25][C@@H:24]2[C@H:20]1[CH2:21][CH2:22][CH2:23]2 |f:1.2|. Procedure: The cyclohexylamine salt of the nitro acid from example 1 (100 g; 320 mmol) was added to a mixture of ethyl acetate (680 ml) and a 2M aqueous solution of hydrochloric acid (340 ml). The mixture was stirred vigorously for 10 minutes and the phases were separated. The organic layer was further washed with demineralised water (340 ml). The organic layer was separated and demineralised water (1360 ml) was added. To this two phase mixture 5% platinum on carbon as a 50% water wet catalyst (13.65 g) wa... The reactants are CC(C)(C)OC(=O)N1CCCC1CN, O=C([O-])[O-], CCN(C(C)C)C(C)C, Clc1cnc(Cl)nc1, [K+], [K+], Cc1ccccc1C. Product: CC(C)(C)OC(=O)N1CCCC1CNc1ncc(Cl)cn1. Reaction SMILES: [C:1]([CH3:2])([CH3:3])([CH3:4])[O:5][C:6](=[O:7])[N:8]1[CH:9]([CH2:13][NH2:14])[CH2:10][CH2:11][CH2:12]1.[C:23](=[O:24])([O-:25])[O-:26].[CH:29]([N:30]([CH:31]([CH3:32])[CH3:33])[CH2:34][CH3:35])([CH3:36])[CH3:37].[Cl:15][c:16]1[n:17][cH:18][c:19]([Cl:22])[cH:20][n:21]1.[K+:27].[K+:28].[c:38]1([CH3:39])[c:40]([CH3:41])[cH:42][cH:43][cH:44][cH:45]1>>[C:1]([CH3:2])([CH3:3])([CH3:4])[O:5][C:6](=[O:7])[N:8]1[CH:9]([CH2:13][NH:14][c:16]2[n:17][cH:18][c:19]([Cl:22])[cH:20][n:21]2)[CH2:10][CH2:11][CH2:12]1. Starting materials: C(=O)([O-])[O-].[K+].[K+] (K2CO3), ClC=1C=C(CBr)C=C(C1)Cl (3,5-dichlorobenzyl bromide), C(C1=CC=CC=C1)OC(C(CC(C)C)NC(CC1=NNC=C1)C(=O)OC)=O (2-[1-methoxycarbonyl-2-(1H-pyrazol-3-yl)-ethylamino]-4-methyl pentanoic acid benzyl ester). Solvent: C(C)(=O)OCC (ethyl acetate), O (water), CCCCCC (hexane), C(C)(=O)OCC (ethyl acetate), C(C)#N (acetonitrile). Reaction conditions: temperature 50 celsius, time 8 hour. The product is C(C1=CC=CC=C1)OC(C(CC(C)C)NC(CC=1N(N=CC1)CC1=CC(=CC(=C1)Cl)Cl)C(=O)OC)=O (2-{2-[2-(3,5 dichloro-benzyl)-2H-pyrazol-3-yl]-1-methoxycarbonyl-ethylamino}-4-methyl-pentanoic acid benzyl ester). As a reaction SMILES: [CH2:1]([O:8][C:9](=[O:27])[CH:10]([NH:15][CH:16]([C:23]([O:25][CH3:26])=[O:24])[CH2:17][C:18]1[CH:22]=[CH:21][NH:20][N:19]=1)[CH2:11][CH:12]([CH3:14])[CH3:13])[C:2]1[CH:7]=[CH:6][CH:5]=[CH:4][CH:3]=1.C([O-])([O-])=O.[K+].[K+].[Cl:34][C:35]1[CH:36]=[C:37]([CH:40]=[C:41]([Cl:43])[CH:42]=1)[CH2:38]Br>C(#N)C.C(OCC)(=O)C.O.CCCCCC>[CH2:1]([O:8][C:9](=[O:27])[CH:10]([NH:15][CH:16]([C:23]([O:25][CH3:26])=[O:24])[CH2:17][C:18]1[N:19]([CH2:38][C:37]2[CH:36]=[C:35]([Cl:34])[CH:42]=[C:41]([Cl:43])[CH:40]=2)[N:20]=[CH:21][CH:22]=1)[CH2:11][CH:12]([CH3:13])[CH3:14])[C:2]1[CH:7]=[CH:6][CH:5]=[CH:4][CH:3]=1 |f:1.2.3|. Procedure: The pyrazole 53-6 (300 mg, 0.803 mmol) was dissolved in acetonitrile (8 mL). K2CO3 (212 mg, 1.61 mmol) and 3,5-dichlorobenzyl bromide (231 mg, 0.964 mmol) were added, and the resulting mixture was warmed to 50° C. and stirred overnight. The reaction mixture was cooled to room temperature and diluted with ethyl acetate and water. The aqueous phase was extracted with ethyl acetate. Combined organic phases were washed with water and brine, dried over Na2SO4, filtered, and concentrated to give a yel... Reactants: CS(=O)(=O)OCCCCCCOC1=CC=C(C=C1)C=1C2=CC=C(N2)C(=C2C=CC(C(=C3C=CC(=C(C=4C=CC1N4)C4=CC(=C(C(=C4)OCCCCCC)OCCCCCC)OCCCCCC)N3)C3=CC(=C(C(=C3)OCCCCCC)OCCCCCC)OCCCCCC)=N2)C2=CC(=C(C(=C2)OCCCCCC)OCCCCCC)OCCCCCC (5-[4-(6-Methanesulfonyloxy-hexyloxy)-phenyl]-10,15,20-tris-(3,4,5-trihexyloxy-phenyl)-porphyrin), C(C=CC)(=O)[O-].[Na+] (sodium butenoate), O (water). The solvent is C1CCOC1 (THF). Product: C(CC=C)OCCCCCCOC1=CC=C(C=C1)C=1C2=CC=C(N2)C(=C2C=CC(C(=C3C=CC(=C(C=4C=CC1N4)C4=CC(=C(C(=C4)OCCCCCC)OCCCCCC)OCCCCCC)N3)C3=CC(=C(C(=C3)OCCCCCC)OCCCCCC)OCCCCCC)=N2)C2=CC(=C(C(=C2)OCCCCCC)OCCCCCC)OCCCCCC (5-[4-(6-but-3-Enyloxy-hexyloxy)-phenyl]-10,15,20-tris-(3,4,5-trihexyloxy-phenyl)-porphyrin). As a reaction SMILES: CS([O:5][CH2:6][CH2:7][CH2:8][CH2:9][CH2:10][CH2:11][O:12][C:13]1[CH:18]=[CH:17][C:16]([C:19]2[C:20]3[NH:24][C:23]([C:25]([C:97]4[CH:102]=[C:101]([O:103][CH2:104][CH2:105][CH2:106][CH2:107][CH2:108][CH3:109])[C:100]([O:110][CH2:111][CH2:112][CH2:113][CH2:114][CH2:115][CH3:116])=[C:99]([O:117][CH2:118][CH2:119][CH2:120][CH2:121][CH2:122][CH3:123])[CH:98]=4)=[C:26]4[N:96]=[C:29]([C:30]([C:69]5[CH:74]=[C:73]([O:75][CH2:76][CH2:77][CH2:78][CH2:79][CH2:80][CH3:81])[C:72]([O:82][CH2:83][CH2:84][CH2:85][CH2:86][CH2:87][CH3:88])=[C:71]([O:89][CH2:90][CH2:91][CH2:92][CH2:93][CH2:94][CH3:95])[CH:70]=5)=[C:31]5[NH:68][C:34](=[C:35]([C:41]6[CH:46]=[C:45]([O:47][CH2:48][CH2:49][CH2:50][CH2:51][CH2:52][CH3:53])[C:44]([O:54][CH2:55][CH2:56][CH2:57][CH2:58][CH2:59][CH3:60])=[C:43]([O:61][CH2:62][CH2:63][CH2:64][CH2:65][CH2:66][CH3:67])[CH:42]=6)[C:36]6[CH:37]=[CH:38][C:39]=2[N:40]=6)[CH:33]=[CH:32]5)[CH:28]=[CH:27]4)=[CH:22][CH:21]=3)=[CH:15][CH:14]=1)(=O)=O.[C:124]([O-])(=O)[CH:125]=[CH:126][CH3:127].[Na+].O>C1COCC1>[CH2:127]([O:5][CH2:6][CH2:7][CH2:8][CH2:9][CH2:10][CH2:11][O:12][C:13]1[CH:18]=[CH:17][C:16]([C:19]2[C:20]3[NH:24][C:23]([C:25]([C:97]4[CH:102]=[C:101]([O:103][CH2:104][CH2:105][CH2:106][CH2:107][CH2:108][CH3:109])[C:100]([O:110][CH2:111][CH2:112][CH2:113][CH2:114][CH2:115][CH3:116])=[C:99]([O:117][CH2:118][CH2:119][CH2:120][CH2:121][CH2:122][CH3:123])[CH:98]=4)=[C:26]4[N:96]=[C:29]([C:30]([C:69]5[CH:74]=[C:73]([O:75][CH2:76][CH2:77][CH2:78][CH2:79][CH2:80][CH3:81])[C:72]([O:82][CH2:83][CH2:84][CH2:85][CH2:86][CH2:87][CH3:88])=[C:71]([O:89][CH2:90][CH2:91][CH2:92][CH2:93][CH2:94][CH3:95])[CH:70]=5)=[C:31]5[NH:68][C:34](=[C:35]([C:41]6[CH:46]=[C:45]([O:47][CH2:48][CH2:49][CH2:50][CH2:51][CH2:52][CH3:53])[C:44]([O:54][CH2:55][CH2:56][CH2:57][CH2:58][CH2:59][CH3:60])=[C:43]([O:61][CH2:62][CH2:63][CH2:64][CH2:65][CH2:66][CH3:67])[CH:42]=6)[C:36]6[CH:37]=[CH:38][C:39]=2[N:40]=6)[CH:33]=[CH:32]5)[CH:28]=[CH:27]4)=[CH:22][CH:21]=3)=[CH:15][CH:14]=1)[CH2:126][CH:125]=[CH2:124] |f:1.2|. Procedure: 5-[4-(6-Methanesulfonyloxy-hexyloxy)-phenyl]-10,15,20-tris3,4,5-trihexyloxy-phenyl)-porphyrin (573mg, 0.33mmol, see Example 43) was heated to reflux in dry THF (20 ml). A solution of sodium butenoate (NaH (excess) in 3-buten-1-ol (1 equiv.)) was added causing the reaction mixture to turn deep green. The reaction was heated at reflux until the reaction was complete (ca. 3-5 hours). The mixture was cooled, water was added and the solution was extracted with diethyl ether. The organic phase was was...